From a dataset of the Open Reaction Database (ORD), a public repository of structured organic reaction records. describe an organic reaction: reactants, conditions, products, and yield The reactants are ClN1C(CCC1=O)=O (N-chlorosuccinimide), FC1=CC2=C(NC(=N2)NC2=CSC=C2C)C=C1F ((5,6-difluoro-1H-benzimidazol-2-yl)-(4-methylthiophen-3-yl)amine). The solvent is C(C)(=O)O (acetic acid), C(C)(=O)O (acetic acid). Run at time 3.5 hour. Yields the product Cl.ClC=1SC=C(C1NC1=NC2=C(N1)C=C(C(=C2)F)F)C ((2-Chloro-4-methylthiophen-3-yl)-(5,6-difluoro-1H-benzoimidazol-2-yl)amine hydrochloride). Reaction SMILES: [Cl:1]N1C(=O)CCC1=O.[F:9][C:10]1[C:25]([F:26])=[CH:24][C:13]2[NH:14][C:15]([NH:17][C:18]3[C:22]([CH3:23])=[CH:21][S:20][CH:19]=3)=[N:16][C:12]=2[CH:11]=1>C(O)(=O)C>[ClH:1].[Cl:1][C:19]1[S:20][CH:21]=[C:22]([CH3:23])[C:18]=1[NH:17][C:15]1[NH:14][C:13]2[CH:24]=[C:25]([F:26])[C:10]([F:9])=[CH:11][C:12]=2[N:16]=1 |f:3.4|. Procedure details: At room temperature, a solution of N-chlorosuccinimide (124.6 mg) in glacial acetic acid (5 ml) was added dropwise to a solution of (5,6-difluoro-1H-benzimidazol-2-yl)-(4-methylthiophen-3-yl)amine (225 mg) in glacial acetic acid (5 ml). The mixture was then stirred at room temperature for 3.5 hours. The glacial acetic acid was then removed and the residue was taken up in water and adjusted to pH 10 using 2 M aqueous sodium hydroxide solution. The aqueous phase was extracted three times with ethy... The reactants are Cl (hydrochloric acid), [BH4-].[Na+] (sodium borohydride), O=C1C2=C(OC(=C1)C(=O)O)C(=C1CCCCC1=C2)CC(C)=O (4-oxo-10-(2-oxopropyl)-6,7,8,9-tetrahydro-4H-naphtho[2,3-b]pyran-2carboxylic acid). Run in [OH-].[Na+] (sodium hydroxide), [OH-].[Na+] (sodium hydroxide). Reaction conditions: time 20 hour. The product is OC(CC1=C2CCCCC2=CC2=C1OC(=CC2=O)C(=O)O)C (10-(2-Hydroxypropyl)-4-oxo-6,7,8,9-tetrahydro-4H-naphtho[2,3-b]pyran-2-carboxylic acid). Reaction SMILES: [BH4-].[Na+].[O:3]=[C:4]1[CH:9]=[C:8]([C:10]([OH:12])=[O:11])[O:7][C:6]2[C:13]([CH2:21][C:22](=[O:24])[CH3:23])=[C:14]3[C:19](=[CH:20][C:5]1=2)[CH2:18][CH2:17][CH2:16][CH2:15]3.Cl>[OH-].[Na+]>[OH:24][CH:22]([CH3:23])[CH2:21][C:13]1[C:6]2[O:7][C:8]([C:10]([OH:12])=[O:11])=[CH:9][C:4](=[O:3])[C:5]=2[CH:20]=[C:19]2[C:14]=1[CH2:15][CH2:16][CH2:17][CH2:18]2 |f:0.1,4.5|. Reported procedure: To a stirred solution of sodium borohydride (0.4 g) in 0.02 N aqueous sodium hydroxide (30 ml) was added dropwise a solution of 4-oxo-10-(2-oxopropyl)-6,7,8,9-tetrahydro-4H-naphtho[2,3-b]pyran-2carboxylic acid (2.3 g) in 0.02N aqueous sodium hydroxide (100 ml). The resulting solution was stirred at ambient temperature for 20 hours, then cooled in ice and acidified with dilute hydrochloric acid. The precipitate was filtered washed with water and dried giving the title compound as a white solid, m... Yields the product BrCC(CC(=O)NC1[C@@H]2N(C(=C(CS2)\C=C\Cl)C(=O)OC(C2=CC=CC=C2)C2=CC=CC=C2)C1=O)=O (benzhydryl 7-(4-bromo-3-oxobutyramido)-3-[(E)-2-chlorovinyl]-3-cephem-4-carboxylate). Procedure: To a solution of diketene (1.01 g) in methylene chloride (15 ml) was dropwise added bromine (1.53 g) at -20° C., and the mixture was stirred at the same temperature for 20 minutes and added to a solution of benzhydryl 7-amino-3-[(E)-2-chlorovinyl]-3-cephem-4-carboxylate (3.42 g) and trimethylsilylacetamide (5.3 g) in ethyl acetate (40 ml) at the same temperature. The reaction mixture was stirred at -10° to -15° C. for 10 minutes, poured into water and extracted with ethyl acetate. The extract wa... Conditions: time 20 minute. Yield: 101.6%. RXN SMILES: [CH2:1]=[C:2]1[O:6][C:4](=[O:5])[CH2:3]1.[Br:7]Br.[NH2:9][CH:10]1[C:36](=[O:37])[N:12]2[C:13]([C:20]([O:22][CH:23]([C:30]3[CH:35]=[CH:34][CH:33]=[CH:32][CH:31]=3)[C:24]3[CH:29]=[CH:28][CH:27]=[CH:26][CH:25]=3)=[O:21])=[C:14](/[CH:17]=[CH:18]/[Cl:19])[CH2:15][S:16][C@H:11]12.C[Si](CC(N)=O)(C)C>C(Cl)Cl.C(OCC)(=O)C.O>[Br:7][CH2:6][C:2](=[O:1])[CH2:3][C:4]([NH:9][CH:10]1[C:36](=[O:37])[N:12]2[C:13]([C:20]([O:22][CH:23]([C:30]3[CH:31]=[CH:32][CH:33]=[CH:34][CH:35]=3)[C:24]3[CH:29]=[CH:28][CH:27]=[CH:26][CH:25]=3)=[O:21])=[C:14](/[CH:17]=[CH:18]/[Cl:19])[CH2:15][S:16][C@H:11]12)=[O:5]. Solvent: C(Cl)Cl (methylene chloride), O (water), C(C)(=O)OCC (ethyl acetate). Starting materials: C=C1CC(=O)O1 (diketene), BrBr (bromine), NC1[C@@H]2N(C(=C(CS2)\C=C\Cl)C(=O)OC(C2=CC=CC=C2)C2=CC=CC=C2)C1=O (benzhydryl 7-amino-3-[(E)-2-chlorovinyl]-3-cephem-4-carboxylate), C[Si](C)(C)CC(=O)N (trimethylsilylacetamide). Reactants: ClC1=CC=2N(C(=CC2S1)C=1C=C(/C(/N1)=C/C=1NC(=CC1C)C)OC)C(=O)OC(C)(C)C ((Z)-tert-butyl 2-chloro-5-(2-((3,5-dimethyl-1H-pyrrol-2-yl)methylene)-3-methoxy-2H-pyrrol-5-yl)-4H-thieno[3,2-b]pyrrole-4-carboxylate). Run in C(=O)O (formic acid). The product is ClC1=CC=2NC(=CC2S1)C=1C=C(/C(/N1)=C/C=1NC(=CC1C)C)OC ((Z)-2-chloro-5-(2-((3,5-dimethyl-1H-pyrrol-2-yl)methylene)-3-methoxy-2H-pyrrol-5-yl)-4H-thieno[3,2-b]pyrrole). The yield is 64.0%. As a reaction SMILES: [Cl:1][C:2]1[S:9][C:8]2[CH:7]=[C:6]([C:10]3[CH:11]=[C:12]([O:23][CH3:24])/[C:13](=[CH:15]/[C:16]4[NH:17][C:18]([CH3:22])=[CH:19][C:20]=4[CH3:21])/[N:14]=3)[N:5](C(OC(C)(C)C)=O)[C:4]=2[CH:3]=1>C(O)=O>[Cl:1][C:2]1[S:9][C:8]2[CH:7]=[C:6]([C:10]3[CH:11]=[C:12]([O:23][CH3:24])/[C:13](=[CH:15]/[C:16]4[NH:17][C:18]([CH3:22])=[CH:19][C:20]=4[CH3:21])/[N:14]=3)[NH:5][C:4]=2[CH:3]=1. Procedure: A solution of (Z)-tert-butyl 2-chloro-5-(2-((3,5-dimethyl-1H-pyrrol-2-yl)methylene)-3-methoxy-2H-pyrrol-5-yl)-4H-thieno[3,2-b]pyrrole-4-carboxylate (10 mg) in 2 mL of 88% aqueous formic acid solution was sonicated in an ultrasonic bath for 1 h and then concentrated in vacuo. The residue was purified by Combiflash on a silica gel column eluted with a gradient up to 70% EtOAc/hexanes to give 5 mg of the title compound as a dark solid.